From a dataset of the Open Reaction Database (ORD), a public repository of structured organic reaction records. describe an organic reaction: reactants, conditions, products, and yield The reactants are [BH4-], [BH4-], CO, OCCCN=C(Cn1ccnc1)c1ccc(Cl)cc1Cl, [Na+]. Product: OCCCNC(Cn1ccnc1)c1ccc(Cl)cc1Cl. As a reaction SMILES: [BH4-:21].[BH4-:23].[CH3:24][OH:25].[Cl:1][c:2]1[c:3]([C:9]([CH2:10][n:11]2[cH:12][n:13][cH:14][cH:15]2)=[N:16][CH2:17][CH2:18][CH2:19][OH:20])[cH:4][cH:5][c:6]([Cl:8])[cH:7]1.[Na+:22]>>[Cl:1][c:2]1[c:3]([CH:9]([CH2:10][n:11]2[cH:12][n:13][cH:14][cH:15]2)[NH:16][CH2:17][CH2:18][CH2:19][OH:20])[cH:4][cH:5][c:6]([Cl:8])[cH:7]1. Reactants: CO, COC(OC)c1nc(Cl)c2c(n1)NC(=O)CC2. The product is COC(OC)c1ncc2c(n1)NC(=O)CC2. As a reaction SMILES: [CH3:18][OH:19].[CH3:1][O:2][CH:3]([c:4]1[n:5][c:6]([Cl:15])[c:7]2[c:8]([n:9]1)[NH:10][C:11](=[O:14])[CH2:12][CH2:13]2)[O:16][CH3:17]>>[CH3:1][O:2][CH:3]([c:4]1[n:5][cH:6][c:7]2[c:8]([n:9]1)[NH:10][C:11](=[O:14])[CH2:12][CH2:13]2)[O:16][CH3:17].